describe an organic reaction: reactants, conditions, products, and yield From a dataset of the Open Reaction Database (ORD), a public repository of structured organic reaction records. The reactants are O=C([O-])[O-], ClCc1ccc(OCc2ccccc2)cc1, [K+], [K+], CN(C)C=O, Cc1cccc2nc(SCc3ccc(C(=O)c4ccc(O)cc4)cc3)n(C)c(=O)c12. Product: Cc1cccc2nc(SCc3ccc(C(=O)c4ccc(OCc5ccc(OCc6ccccc6)cc5)cc4)cc3)n(C)c(=O)c12. As a reaction SMILES: [C:47](=[O:48])([O-:49])[O-:50].[CH2:31]([c:32]1[cH:33][cH:34][cH:35][cH:36][cH:37]1)[O:38][c:39]1[cH:40][cH:41][c:42]([CH2:43][Cl:44])[cH:45][cH:46]1.[K+:51].[K+:52].[O:53]=[CH:54][N:55]([CH3:56])[CH3:57].[OH:1][c:2]1[cH:3][cH:4][c:5]([C:6](=[O:7])[c:8]2[cH:9][cH:10][c:11]([CH2:12][S:13][c:14]3[n:15][c:16]4[cH:17][cH:18][cH:19][c:20]([CH3:26])[c:21]4[c:22](=[O:25])[n:23]3[CH3:24])[cH:27][cH:28]2)[cH:29][cH:30]1>>[O:1]([c:2]1[cH:3][cH:4][c:5]([C:6](=[O:7])[c:8]2[cH:9][cH:10][c:11]([CH2:12][S:13][c:14]3[n:15][c:16]4[cH:17][cH:18][cH:19][c:20]([CH3:26])[c:21]4[c:22](=[O:25])[n:23]3[CH3:24])[cH:27][cH:28]2)[cH:29][cH:30]1)[CH2:43][c:42]1[cH:41][cH:40][c:39]([O:38][CH2:31][c:32]2[cH:33][cH:34][cH:35][cH:36][cH:37]2)[cH:46][cH:45]1. The reactants are CN1CC2=C(NC=3C=CC(=CC23)C)CC1 (2,3,4,5-tetrahydro-2,8-dimethyl-1H-pyrido[4,3-b]indole), C1(CC1)N1C(C=CC(=C1)C=C)=O (1-cyclopropyl-5-vinylpyridin-2(1H)-one), [OH-].[K+] (KOH). Solvent: CN1CCCC1=O (NMP). Product: C1(CC1)N1C(C=CC(=C1)CCN1C2=C(C=3C=C(C=CC13)C)CN(CC2)C)=O (1-cyclopropyl-5-(2-(1,2,3,4-tetrahydro-2,8-dimethylpyrido[4,3-b]indol-5-yl)ethyl)pyridin-2(1H)-one). RXN SMILES: [CH3:1][N:2]1[CH2:15][CH2:14][C:5]2[NH:6][C:7]3[CH:8]=[CH:9][C:10]([CH3:13])=[CH:11][C:12]=3[C:4]=2[CH2:3]1.[CH:16]1([N:19]2[CH:24]=[C:23]([CH:25]=[CH2:26])[CH:22]=[CH:21][C:20]2=[O:27])[CH2:18][CH2:17]1.[OH-].[K+]>CN1C(=O)CCC1>[CH:16]1([N:19]2[CH:24]=[C:23]([CH2:25][CH2:26][N:6]3[C:7]4[CH:8]=[CH:9][C:10]([CH3:13])=[CH:11][C:12]=4[C:4]4[CH2:3][N:2]([CH3:1])[CH2:15][CH2:14][C:5]3=4)[CH:22]=[CH:21][C:20]2=[O:27])[CH2:18][CH2:17]1 |f:2.3|. Reported procedure: The title compound is prepared from a mixture of 2,3,4,5-tetrahydro-2,8-dimethyl-1H-pyrido[4,3-b]indole, 1-cyclopropyl-5-vinylpyridin-2(1H)-one and KOH (5-7 equiv) in NMP at a temperature ranging between 25 deg C. to 100 deg C. The product obtained is isolated by preparative HPLC. The reactants are CO (methanol), C(C1=CC=CC=C1)N1CC(C(CC1)CCCO)C(=O)OC (methyl 1-benzyl-4-(3-hydroxypropyl)piperidine-3-carboxylate). The reagents and catalysts are [OH-].[Pd+2].[OH-] (palladium hydroxide). Solvent: C(C)(=O)O (acetic acid). Run at time 30 minute. Product: C(C)(=O)O.OCCCC1C(CNCC1)C(=O)OC (methyl 4-(3-hydroxypropyl)piperidine-3-carboxylate acetate). RXN SMILES: CO.C([N:10]1[CH2:15][CH2:14][CH:13]([CH2:16][CH2:17][CH2:18][OH:19])[CH:12]([C:20]([O:22][CH3:23])=[O:21])[CH2:11]1)C1C=CC=CC=1>[OH-].[Pd+2].[OH-].C(O)(=O)C>[C:20]([OH:22])(=[O:21])[CH3:12].[OH:19][CH2:18][CH2:17][CH2:16][CH:13]1[CH2:14][CH2:15][NH:10][CH2:11][CH:12]1[C:20]([O:22][CH3:23])=[O:21] |f:2.3.4,6.7|. Procedure details: To 3 mL of a methanol solution containing 0.15 g of methyl 1-benzyl-4-(3-hydroxypropyl)piperidine-3-carboxylate, 0.12 mL of acetic acid and 0.15 g of palladium hydroxide were added, and the reaction mixture was stirred for 1 hour and 30 minutes under a hydrogen atmosphere. The insoluble material filtered off, and the solvent was removed under reduced pressure to obtain 0.12 g of a colorless oily substance, methyl 4-(3-hydroxypropyl)piperidine-3-carboxylate acetate. 1.34-1.41 (2H, m), 1.58-1.75 (... Starting materials: O=C([O-])[O-], CN(C)CCCl, Cl, [K+], [K+], O=[N+]([O-])c1cccc2[nH]ncc12, CN(C)C=O. Yields the product CN(C)CCn1ncc2c([N+](=O)[O-])cccc21. RXN SMILES: [C:13](=[O:14])([O-:15])[O-:16].[CH3:20][N:21]([CH2:22][CH2:23][Cl:24])[CH3:25].[ClH:19].[K+:17].[K+:18].[N+:1](=[O:2])([O-:3])[c:4]1[c:5]2[cH:6][n:7][nH:8][c:9]2[cH:10][cH:11][cH:12]1.[O:26]=[CH:27][N:28]([CH3:29])[CH3:30]>>[N+:1](=[O:2])([O-:3])[c:4]1[c:5]2[cH:6][n:7][n:8]([CH2:23][CH2:22][N:21]([CH3:20])[CH3:25])[c:9]2[cH:10][cH:11][cH:12]1. The reactants are C(C)OC(=O)C=1C(=C2C(=CN1)N(C=C2)C2=CC=CC=C2)O (4-hydroxy-1-phenyl-1H-pyrrolo[2,3-c]pyridine-5-carboxylic acid ethyl ester), C1CC(=O)N(C1=O)Cl (NCS), C(=O)(C1=CC=CC=C1)OOC(=O)C1=CC=CC=C1 (BzOOBz), C(Cl)(Cl)(Cl)Cl (carbontetrachloride). Product: C(C)OC(=O)C=1C(=C2C(=C(N1)Cl)N(C=C2Cl)C2=CC=CC=C2)O (3,7-Dichloro-4-hydroxy-1-phenyl-1H-pyrrolo[2,3-c]pyridine-5-carboxylic acid ethyl ester). Reaction SMILES: [CH2:1]([O:3][C:4]([C:6]1[C:7]([OH:21])=[C:8]2C=[CH:13][N:12]([C:15]3[CH:20]=[CH:19][CH:18]=[CH:17][CH:16]=3)[C:9]2=[CH:10][N:11]=1)=[O:5])[CH3:2].C1C(=O)N([Cl:29])C(=O)C1.C(OOC(C1C=CC=CC=1)=O)(C1C=CC=CC=1)=O.[C:48]([Cl:52])(Cl)(Cl)Cl>>[CH2:1]([O:3][C:4]([C:6]1[C:7]([OH:21])=[C:8]2[C:48]([Cl:52])=[CH:13][N:12]([C:15]3[CH:20]=[CH:19][CH:18]=[CH:17][CH:16]=3)[C:9]2=[C:10]([Cl:29])[N:11]=1)=[O:5])[CH3:2]. Procedure details: A mixture of 4-hydroxy-1-phenyl-1H-pyrrolo[2,3-c]pyridine-5-carboxylic acid ethyl ester (270 mg, 0.956 mmol), NCS (269 mg, 2.01 mmol) and BzOOBz (12 mg, 0.048 mmol) in carbontetrachloride (4 mL) was refluxed for 30 min. Then the reaction was cooled and concentrated, the resulting mixture was purified by column to give the desired product (173 mg). The title compound, 1H NMR (200 MHz, CDCl3): δ (ppm)=11.8 (s, 1H), 7.6-7.3 (m, 6H), 4.52 (q, 2H, J=6.8 Hz), 1.47 (t, 3H, J=6.8 Hz). Reactants: CCN(C(C)C)C(C)C, Fc1ccc(Nc2nc(Cl)nc(NN=Cc3ccc(OC(F)(F)F)cc3)n2)cc1C(F)(F)F, NCc1ccc(Cl)nc1, C1COCCO1. Product: Fc1ccc(Nc2nc(NCc3ccc(Cl)nc3)nc(NN=Cc3ccc(OC(F)(F)F)cc3)n2)cc1C(F)(F)F. As a reaction SMILES: [CH:34]([N:35]([CH:36]([CH3:37])[CH3:38])[CH2:39][CH3:40])([CH3:41])[CH3:42].[Cl:1][c:2]1[n:3][c:4]([NH:22][c:23]2[cH:24][c:25]([C:30]([F:31])([F:32])[F:33])[c:26]([F:29])[cH:27][cH:28]2)[n:5][c:6]([NH:8][N:9]=[CH:10][c:11]2[cH:12][cH:13][c:14]([O:17][C:18]([F:19])([F:20])[F:21])[cH:15][cH:16]2)[n:7]1.[NH2:43][CH2:44][c:45]1[cH:46][n:47][c:48]([Cl:51])[cH:49][cH:50]1.[O:52]1[CH2:53][CH2:54][O:55][CH2:56][CH2:57]1>>[c:2]1([NH:43][CH2:44][c:45]2[cH:46][n:47][c:48]([Cl:51])[cH:49][cH:50]2)[n:3][c:4]([NH:22][c:23]2[cH:24][c:25]([C:30]([F:31])([F:32])[F:33])[c:26]([F:29])[cH:27][cH:28]2)[n:5][c:6]([NH:8][N:9]=[CH:10][c:11]2[cH:12][cH:13][c:14]([O:17][C:18]([F:19])([F:20])[F:21])[cH:15][cH:16]2)[n:7]1.